This data is from the Open Reaction Database (ORD), a public repository of structured organic reaction records. The task is: describe an organic reaction: reactants, conditions, products, and yield Starting materials: C(C)OC(=O)C=1NC2=CC=C(C=C2C1)Br (5-bromoindole-2-carboxylic acid ethyl ester), C(C)(C)OC1=CC=C(C=C1)B(O)O (4-isopropoxyphenylboronic acid), BrC1=CC=C(C=C1)OC(C)C (4-bromo-1-isopropoxybenzene). Yields the product C(C)OC(=O)C=1N(C2=CC=C(C=C2C1)C1=CC=C(C=C1)OC(C)C)C1=CC=C(C=C1)OC(C)C (1,5-Bis(4-isopropoxyphenyl)indole-2-carboxylic acid ethyl ester). As a reaction SMILES: [CH2:1]([O:3][C:4]([C:6]1[NH:7][C:8]2[C:13]([CH:14]=1)=[CH:12][C:11](Br)=[CH:10][CH:9]=2)=[O:5])[CH3:2].[CH:16]([O:19][C:20]1[CH:25]=[CH:24][C:23](B(O)O)=[CH:22][CH:21]=1)([CH3:18])[CH3:17].Br[C:30]1[CH:35]=[CH:34][C:33]([O:36][CH:37]([CH3:39])[CH3:38])=[CH:32][CH:31]=1>>[CH2:1]([O:3][C:4]([C:6]1[N:7]([C:30]2[CH:35]=[CH:34][C:33]([O:36][CH:37]([CH3:39])[CH3:38])=[CH:32][CH:31]=2)[C:8]2[C:13]([CH:14]=1)=[CH:12][C:11]([C:23]1[CH:24]=[CH:25][C:20]([O:19][CH:16]([CH3:18])[CH3:17])=[CH:21][CH:22]=1)=[CH:10][CH:9]=2)=[O:5])[CH3:2]. Procedure details: The sub-title compound was prepared in accordance with Example 1(b), using 5-bromoindole-2-carboxylic acid ethyl ester, 4-isopropoxyphenylboronic acid and 4-bromo-1-isopropoxybenzene.